Dataset: the Open Reaction Database (ORD), a public repository of structured organic reaction records. Task: describe an organic reaction: reactants, conditions, products, and yield Starting materials: CC1=NC=2N=C(NC(C2N1)=O)N (8-methylguanine), P(=O)(Cl)(Cl)Cl (phosphorous oxychloride). The solvent is C(C)N(C1=CC=CC=C1)CC (N,N-diethylaniline). Yields the product NC1=NC(=C2NC(=NC2=N1)C)Cl (2-amino-6-chloro-8-methylpurine). As a reaction SMILES: [CH3:1][C:2]1[NH:10][C:9]2[C:8](=O)[NH:7][C:6]([NH2:12])=[N:5][C:4]=2[N:3]=1.P(Cl)(Cl)([Cl:15])=O>C(N(CC)C1C=CC=CC=1)C>[NH2:12][C:6]1[N:5]=[C:4]2[C:9]([NH:10][C:2]([CH3:1])=[N:3]2)=[C:8]([Cl:15])[N:7]=1. Reported procedure: A suspension of 8-methylguanine (Daves et al., J. Am. Chem. Soc., 82, 2633-2640 (1960)) (1.0 g, 6.1 mmol) in phosphorous oxychloride (30 mL) and N,N-diethylaniline (1 mL) was refluxed for 3 h. The excess phosphorous oxychloride was evaporated under reduced pressure. The resulting brown oil was dissolved in ice-water and was neutralized with a concentrated aqueous NaOH solution. After evaporation of the solvent, the solid residue was suspended in 70 mL of H2O. Undissolved solid was filtered off, ...